describe an organic reaction: reactants, conditions, products, and yield From a dataset of the Open Reaction Database (ORD), a public repository of structured organic reaction records. Product: Cc1cc(N2CCOCC2)nc2c1c(=O)cc(Nc1ccccc1)n2-c1ccccc1. The reactants are C1COCCN1, Cc1cc(Cl)nc2c1c(=O)cc(Nc1ccccc1)n2-c1ccccc1, C1COCCO1. Reaction SMILES: [CH2:27]1[CH2:28][O:29][CH2:30][CH2:31][NH:32]1.[Cl:1][c:2]1[cH:3][c:4]([CH3:26])[c:5]2[c:6](=[O:25])[cH:7][c:8]([NH:18][c:19]3[cH:20][cH:21][cH:22][cH:23][cH:24]3)[n:9](-[c:12]3[cH:13][cH:14][cH:15][cH:16][cH:17]3)[c:10]2[n:11]1.[O:33]1[CH2:34][CH2:35][O:36][CH2:37][CH2:38]1>>[c:2]1([N:32]2[CH2:27][CH2:28][O:29][CH2:30][CH2:31]2)[cH:3][c:4]([CH3:26])[c:5]2[c:6](=[O:25])[cH:7][c:8]([NH:18][c:19]3[cH:20][cH:21][cH:22][cH:23][cH:24]3)[n:9](-[c:12]3[cH:13][cH:14][cH:15][cH:16][cH:17]3)[c:10]2[n:11]1. Reactants: C(#N)[BH3-].[Na+] (Sodium cyanoborohydride), Cl (HCl), Cl (HCl), C(C1=CC=CC=C1)ON=CC1(CCCC1)C(=O)O (1-(benzyloxyimino-methyl)-cyclopentanecarboxylic acid), CN(C)C=1C=CC(=CC1)N=NC=2C=CC(=CC2)S(=O)(=O)O (methyl orange). Run in CO (methanol). Run at temperature 0 celsius. Yields the product C(C1=CC=CC=C1)ONCC1(CCCC1)C(=O)O (1-(Benzyloxyamino-Methyl)-Cyclopentanecarboxylic Acid), oil. Isolated yield 57.0%. As a reaction SMILES: [CH2:1]([O:8][N:9]=[CH:10][C:11]1([C:16]([OH:18])=[O:17])[CH2:15][CH2:14][CH2:13][CH2:12]1)[C:2]1[CH:7]=[CH:6][CH:5]=[CH:4][CH:3]=1.CN(C1C=CC(N=NC2C=CC(S(O)(=O)=O)=CC=2)=CC=1)C.Cl.C([BH3-])#N.[Na+]>CO>[CH2:1]([O:8][NH:9][CH2:10][C:11]1([C:16]([OH:18])=[O:17])[CH2:15][CH2:14][CH2:13][CH2:12]1)[C:2]1[CH:7]=[CH:6][CH:5]=[CH:4][CH:3]=1 |f:3.4|. Procedure: To a solution of 1-(benzyloxyimino-methyl)-cyclopentanecarboxylic acid (1.91 g, 7.72 mmol) in methanol (70 mL) at 0° C. under a nitrogen atmosphere was added a trace amount of methyl orange. A solution of saturated methanolic HCl was added until a persistent red color was observed. Sodium cyanoborohydride (0.58 g, 9.27 mmol) was added portionwise alternately with methanolic HCl to maintain the red color. The reaction mixture was maintained at 0° C. for an additional 3 h and the volatiles were re... Reactants: CCCCCC1OCc2cc(C(=O)O)ccc2O1, CCCc1ccc(O)cc1, ClCCl, CN(C)c1ccncc1, C(=NC1CCCCC1)=NC1CCCCC1. Product: CCCCCC1OCc2cc(C(=O)Oc3ccc(CCC)cc3)ccc2O1. Reaction SMILES: [CH2:11]([CH2:12][CH2:13][CH2:14][CH3:15])[CH:16]1[O:17][CH2:18][c:19]2[c:20]([cH:22][cH:23][c:24]([C:26](=[O:27])[OH:28])[cH:25]2)[O:21]1.[CH2:1]([CH2:2][CH3:3])[c:4]1[cH:5][cH:6][c:7]([OH:10])[cH:8][cH:9]1.[CH2:53]([Cl:54])[Cl:55].[CH3:44][N:45]([CH3:46])[c:47]1[cH:48][cH:49][n:50][cH:51][cH:52]1.[CH:29]1([N:30]=[C:31]=[N:32][CH:33]2[CH2:34][CH2:35][CH2:36][CH2:37][CH2:38]2)[CH2:39][CH2:40][CH2:41][CH2:42][CH2:43]1>>[CH2:1]([CH2:2][CH3:3])[c:4]1[cH:5][cH:6][c:7]([O:10][C:26]([c:24]2[cH:23][cH:22][c:20]3[c:19]([cH:25]2)[CH2:18][O:17][CH:16]([CH2:11][CH2:12][CH2:13][CH2:14][CH3:15])[O:21]3)=[O:27])[cH:8][cH:9]1. Starting materials: C(C)(=O)C1=CC=[N+](C=C1)[O-] (4-acetylpyridine 1-oxide), C(CCC)(=O)NN (butyric acid hydrazide), C(C)O (ethanol). Product: O.N1=CC=C(C=C1)C(C)=N[NH+](C(CCC)=O)[O-] (butyric acid [1-(4-pyridinyl)ethylidene]hydrazide 1-oxide hydrate). The yield is 84.0%. Reaction SMILES: [C:1]([C:4]1[CH:9]=[CH:8][N+:7]([O-])=[CH:6][CH:5]=1)(=[O:3])[CH3:2].[C:11]([NH:16][NH2:17])(=[O:15])[CH2:12][CH2:13][CH3:14].C([OH:20])C>>[OH2:3].[N:7]1[CH:8]=[CH:9][C:4]([C:1](=[N:17][NH+:16]([O-:20])[C:11](=[O:15])[CH2:12][CH2:13][CH3:14])[CH3:2])=[CH:5][CH:6]=1 |f:3.4|. Procedure details: A mixture of 5.48 gm (0.04 mole) of 4-acetylpyridine 1-oxide, 4.09 gm (0.04 mole) of butyric acid hydrazide and 100 ml of absolute ethanol is refluxed 6 hours. The reactions mixture is evaporated in vacuo to give a solid. The crude product is crystallized from ethyl acetate/ethanol to yield 7.41 gm (84%) of the title compound; mp 209.7°. Starting materials: COCC(=O)Cl (Methoxyacetyl chloride), NC=1C=NC2=CC=CN=C2C1NCCNC(OC(C)(C)C)=O (tert-butyl N-{2-[(3-amino[1,5]naphthyridin-4-yl)amino]ethyl}carbamate). The solvent is N1=CC=CC=C1 (pyridine). Product: COCC=1N(C2=C(C=NC=3C=CC=NC23)N1)CCNC(OC(C)(C)C)=O (tert-butyl N-[2-(2-methoxymethyl-1H-imidazo[4,5-c][1,5]naphthyridin-1-yl)ethyl]carbamate). Reaction SMILES: [CH3:1][O:2][CH2:3][C:4](Cl)=O.[NH2:7][C:8]1[CH:9]=[N:10][C:11]2[C:16]([C:17]=1[NH:18][CH2:19][CH2:20][NH:21][C:22](=[O:28])[O:23][C:24]([CH3:27])([CH3:26])[CH3:25])=[N:15][CH:14]=[CH:13][CH:12]=2>N1C=CC=CC=1>[CH3:1][O:2][CH2:3][C:4]1[N:18]([CH2:19][CH2:20][NH:21][C:22](=[O:28])[O:23][C:24]([CH3:25])([CH3:27])[CH3:26])[C:17]2[C:16]3[N:15]=[CH:14][CH:13]=[CH:12][C:11]=3[N:10]=[CH:9][C:8]=2[N:7]=1. Reported procedure: Methoxyacetyl chloride (5.9 g, 54 mmol) was added dropwise to a chilled (ice bath) solution of tert-butyl N-{2-[(3-amino[1,5]naphthyridin-4-yl)amino]ethyl}carbamate (15.0 g, 49.5 mmol, U.S. Pat. No. 6,194,425, Example 87) in anhydrous pyridine (100 mL). The reaction mixture was heated at reflux until analysis by liquid chromatography/mass spectroscopy (LCMS) indicated that the reaction was complete. The reaction mixture was concentrated under reduced pressure. The residue was diluted with ethano...